From a dataset of the Open Reaction Database (ORD), a public repository of structured organic reaction records. describe an organic reaction: reactants, conditions, products, and yield Reported procedure: (R)-1-[2-[[2,2-bis(2-Ethylphenyl)ethenyl]oxy]ethyl]-3-piperidine carboxylic acid ethyl ester (1.20 g, 0.00275 mol) (prepared as described in Method D) was dissolved in ethanol (10 ml) and 12 N sodium hydroxide solution (0.7 ml) was introduced. After stirring the solution at room temperature for 5 h, 37% hydrochloric acid solution was added until the pH was measured as ca. 1. Dichloromethane (250 ml) was introduced, and the mixture was dried (Na2SO4), filtered and evaporated to a residue, which w... Starting materials: ClCCl (Dichloromethane), C(C)OC(=O)[C@H]1CN(CCC1)CCOC=C(C1=C(C=CC=C1)CC)C1=C(C=CC=C1)CC ((R)-1-[2-[[2,2-bis(2-Ethylphenyl)ethenyl]oxy]ethyl]-3-piperidine carboxylic acid ethyl ester), Cl (hydrochloric acid), [OH-].[Na+] (sodium hydroxide). Run at time 5 hour. Product: Cl.C(C)C1=C(C=CC=C1)C(=COCCN1C[C@@H](CCC1)C(=O)O)C1=C(C=CC=C1)CC ((R)-1-[2-[[2,2-bis(2-Ethylphenyl)ethenyl]oxy]ethyl]-3-piperidine carboxylic acid hydrochloride). Yield: 70.0%. Run in C(C)O (ethanol). Reaction SMILES: C([O:3][C:4]([C@@H:6]1[CH2:11][CH2:10][CH2:9][N:8]([CH2:12][CH2:13][O:14][CH:15]=[C:16]([C:25]2[CH:30]=[CH:29][CH:28]=[CH:27][C:26]=2[CH2:31][CH3:32])[C:17]2[CH:22]=[CH:21][CH:20]=[CH:19][C:18]=2[CH2:23][CH3:24])[CH2:7]1)=[O:5])C.[OH-].[Na+].Cl.[Cl:36]CCl>C(O)C>[ClH:36].[CH2:23]([C:18]1[CH:19]=[CH:20][CH:21]=[CH:22][C:17]=1[C:16]([C:25]1[CH:30]=[CH:29][CH:28]=[CH:27][C:26]=1[CH2:31][CH3:32])=[CH:15][O:14][CH2:13][CH2:12][N:8]1[CH2:9][CH2:10][CH2:11][C@@H:6]([C:4]([OH:5])=[O:3])[CH2:7]1)[CH3:24] |f:1.2,6.7|. The product is NC1=C(C=C(C=C1)F)NC1=NC=C2NC(N(C2=N1)C=1C=C2CCCNC2=CC1)=O (2-(2-amino-5-fluorophenylamino)-9-(1,2,3,4-tetrahydroquinolin-6-yl)-7H-purin-8(9H)-one). As a reaction SMILES: [F:1][C:2]1[CH:7]=[CH:6][C:5]([NH:8]C(=O)OC(C)(C)C)=[C:4]([NH:16][C:17]2[N:25]=[C:24]3[C:20]([NH:21][C:22](=[O:36])[N:23]3[C:26]3[CH:27]=[C:28]4[C:33](=[CH:34][CH:35]=3)[NH:32][CH2:31][CH2:30][CH2:29]4)=[CH:19][N:18]=2)[CH:3]=1.C(O)(C(F)(F)F)=O.C(Cl)Cl>>[NH2:8][C:5]1[CH:6]=[CH:7][C:2]([F:1])=[CH:3][C:4]=1[NH:16][C:17]1[N:25]=[C:24]2[C:20]([NH:21][C:22](=[O:36])[N:23]2[C:26]2[CH:27]=[C:28]3[C:33](=[CH:34][CH:35]=2)[NH:32][CH2:31][CH2:30][CH2:29]3)=[CH:19][N:18]=1 |f:1.2|. Procedure details: A solution of tert-butyl 4-fluoro-2-(8-oxo-9-(1,2,3,4-tetrahydroquinolin-6-yl)-8,9-dihydro-7H-purin-2-ylamino)phenylcarbamate (obtained from tert-butyl 4-fluoro-2-(5-nitro-4-thiocyanatopyrimidine-2-ylamino)phenylcarbamate and 1,2,3,4-tetrahydroquinolin-6-amine (J. Org. Chem. (2002), 67, 7890) using procedures outlined in Example 27) was stirred for 45 minutes in 1:1 TFA/DCM and concentrated to afford 2-(2-amino-5-fluorophenylamino)-9-(1,2,3,4-tetrahydroquinolin-6-yl)-7H-purin-8(9H)-one. The 2-(2... Reactants: FC1=CC(=C(C=C1)NC(OC(C)(C)C)=O)NC1=NC=C2NC(N(C2=N1)C=1C=C2CCCNC2=CC1)=O (tert-butyl 4-fluoro-2-(8-oxo-9-(1,2,3,4-tetrahydroquinolin-6-yl)-8,9-dihydro-7H-purin-2-ylamino)phenylcarbamate), C(=O)(C(F)(F)F)O.C(Cl)Cl (TFA DCM).